Dataset: the Open Reaction Database (ORD), a public repository of structured organic reaction records. Task: describe an organic reaction: reactants, conditions, products, and yield Starting materials: solid, Cl.Cl.O1C=C(C=C2C1=CC=C2)C2N(CCCC2)CC[C@@H]2CC[C@H](CC2)N (trans-4-[2-(4-benzofuran-3-yl-piperidin-1-yl)-ethyl]-cyclohexylamine dihydrochloride), Cl.Cl.O1C=C(C=C2C1=CC=C2)C2N(CCCC2)CC[C@@H]2CC[C@H](CC2)N (trans-4-[2-(4-benzofuran-3-yl-piperidin-1-yl)-ethyl]-cyclohexylamine dihydrochloride), FC1(C(C1)C(=O)O)F (2,2-difluoro-cyclopropane-carboxylic acid). The product is O1C=C(C=C2C1=CC=C2)C2N(CCCC2)CC[C@@H]2CC[C@H](CC2)NC(=O)C2C(C2)(F)F (2,2-Difluoro-cyclopropanecarboxylic acid trans-{4-[2-(4-benzofuran-3-yl-piperidin-1-yl)-ethyl]-cyclohexyl}-amide). As a reaction SMILES: Cl.Cl.[O:3]1[C:8]2=[CH:9][CH:10]=[CH:11][C:7]2=[CH:6][C:5]([CH:12]2[CH2:17][CH2:16][CH2:15][CH2:14][N:13]2[CH2:18][CH2:19][C@H:20]2[CH2:25][CH2:24][C@H:23]([NH2:26])[CH2:22][CH2:21]2)=[CH:4]1.[F:27][C:28]1([F:34])[CH2:30][CH:29]1[C:31](O)=[O:32]>>[O:3]1[C:8]2=[CH:9][CH:10]=[CH:11][C:7]2=[CH:6][C:5]([CH:12]2[CH2:17][CH2:16][CH2:15][CH2:14][N:13]2[CH2:18][CH2:19][C@H:20]2[CH2:21][CH2:22][C@H:23]([NH:26][C:31]([CH:29]3[CH2:30][C:28]3([F:34])[F:27])=[O:32])[CH2:24][CH2:25]2)=[CH:4]1 |f:0.1.2|. Procedure: The title compound, light brown solid (81 mg, 75%), MS (ISP) m/z=431.4 [(M+H)+], mp 189° C., was prepared in accordance with the general method of example 1 from trans-4-[2-(4-benzofuran-3-yl-piperidin-1-yl)-ethyl]-cyclohexylamine dihydrochloride (intermediate A) (100 mg, 0.25 mmol) and 2,2-difluoro-cyclopropane-carboxylic acid. Starting materials: Cc1cc(C)n2nc(CC3=C(O)CC(CCc4ccc(C(C)NC(=O)OC(C)(C)C)cc4)(C4CCCC4)OC3=O)nc2n1, Cl, C1COCCO1. As a reaction SMILES: [CH:1]1([C:6]2([CH2:26][CH2:27][c:28]3[cH:29][cH:30][c:31]([CH:34]([CH3:35])[NH:36][C:37](=[O:38])[O:39][C:40]([CH3:41])([CH3:42])[CH3:43])[cH:32][cH:33]3)[O:7][C:8](=[O:25])[C:9]([CH2:13][c:14]3[n:15][n:16]4[c:17]([n:18][c:19]([CH3:23])[cH:20][c:21]4[CH3:22])[n:24]3)=[C:10]([OH:12])[CH2:11]2)[CH2:2][CH2:3][CH2:4][CH2:5]1.[ClH:44].[O:45]1[CH2:46][CH2:47][O:48][CH2:49][CH2:50]1>>[CH:1]1([C:6]2([CH2:26][CH2:27][c:28]3[cH:29][cH:30][c:31]([CH:34]([CH3:35])[NH2:36])[cH:32][cH:33]3)[O:7][C:8](=[O:25])[C:9]([CH2:13][c:14]3[n:15][n:16]4[c:17]([n:18][c:19]([CH3:23])[cH:20][c:21]4[CH3:22])[n:24]3)=[C:10]([OH:12])[CH2:11]2)[CH2:2][CH2:3][CH2:4][CH2:5]1. Product: Cc1cc(C)n2nc(CC3=C(O)CC(CCc4ccc(C(C)N)cc4)(C4CCCC4)OC3=O)nc2n1. The reactants are N1=CC(=CC=C1)CC1=CC=C(C=C1)/C=C/CO ((E)-3-[4-(pyridin-3-ylmethyl)phenyl]allyl alcohol), [H][H] (hydrogen). Reagents/catalysts: [C].[Pd] (palladium-carbon). The solvent is C(C)O (ethanol). Product: N1=CC(=CC=C1)CC1=CC=C(C=C1)CCCO (3-[4-(pyridin-3-ylmethyl)phenyl]propanol). The yield is 99.1%. Reaction SMILES: [N:1]1[CH:6]=[CH:5][CH:4]=[C:3]([CH2:7][C:8]2[CH:13]=[CH:12][C:11](/[CH:14]=[CH:15]/[CH2:16][OH:17])=[CH:10][CH:9]=2)[CH:2]=1.[H][H]>C(O)C.[C].[Pd]>[N:1]1[CH:6]=[CH:5][CH:4]=[C:3]([CH2:7][C:8]2[CH:9]=[CH:10][C:11]([CH2:14][CH2:15][CH2:16][OH:17])=[CH:12][CH:13]=2)[CH:2]=1 |f:3.4|. Procedure details: In 10 ml of ethanol was dissolved 500 mg of (E)-3-[4-(pyridin-3-ylmethyl)phenyl]allyl alcohol, and to the resulting solution was added 100 mg of 5% palladium-carbon, and the resulting mixture was stirred at room temperature in a hydrogen atmosphere for 2.5 hours. The reaction mixture thus obtained was filtered and the filtrate thus obtained was concentrated under reduced pressure to obtain 500 mg (yield 99.1%) of colorless, oily 3-[4-(pyridin-3-ylmethyl)phenyl]propanol. The reactants are CN(CCCOC1=C(N)C=CC=C1)C (2-(3-dimethylaminopropoxy)aniline), FC(C=1C=C(C=O)C=CC1)(F)F (m-trifluoromethylbenzaldehyde), O (water). The solvent is C=1(C(=CC=CC1)C)C (xylene). The product is CN(CCCOC1=C(C=CC=C1)N=CC1=CC(=CC=C1)C(F)(F)F)C (2-[3-(Dimethylamino)propoxy]-N-[[3-(trifluoromethyl)phenyl]methylene]benzenamine). Yield: 52.6%. As a reaction SMILES: [CH3:1][N:2]([CH3:14])[CH2:3][CH2:4][CH2:5][O:6][C:7]1[CH:13]=[CH:12][CH:11]=[CH:10][C:8]=1[NH2:9].[F:15][C:16]([F:26])([F:25])[C:17]1[CH:18]=[C:19]([CH:22]=[CH:23][CH:24]=1)[CH:20]=O.O>C1(C)C(C)=CC=CC=1>[CH3:14][N:2]([CH3:1])[CH2:3][CH2:4][CH2:5][O:6][C:7]1[CH:13]=[CH:12][CH:11]=[CH:10][C:8]=1[N:9]=[CH:20][C:19]1[CH:22]=[CH:23][CH:24]=[C:17]([C:16]([F:15])([F:25])[F:26])[CH:18]=1. Reported procedure: A solution of 19.4g of 2-(3-dimethylaminopropoxy)aniline and 17.4g of m-trifluoromethylbenzaldehyde in 100ml of xylene is refluxed for about 6 hours. The water formed in the reaction is collected in a Dean-Stark tube. The solvent is removed under reduced pressure and the residue fractionated to yield 18.4g of the title compound as an oil, boiling point 155°-160° C. at 0.2-0.3 mm. of Hg. Reactants: CCOC(C)=O, Cl, N#CCc1ccc2c(c1)N(C1CCN(CCc3ccc(F)cc3)CC1)CC2, [Na+], [OH-], O, O=S(=O)(O)O. RXN SMILES: [CH3:37][CH2:38][O:39][C:40](=[O:41])[CH3:42].[ClH:35].[F:1][c:2]1[cH:3][cH:4][c:5]([CH2:6][CH2:7][N:8]2[CH2:9][CH2:10][CH:11]([N:14]3[CH2:15][CH2:16][c:17]4[cH:18][cH:19][c:20]([CH2:23][C:24]#[N:25])[cH:21][c:22]43)[CH2:12][CH2:13]2)[cH:26][cH:27]1.[Na+:34].[OH-:33].[OH2:36].[S:28]([OH:29])(=[O:30])(=[O:31])[OH:32]>>[F:1][c:2]1[cH:3][cH:4][c:5]([CH2:6][CH2:7][N:8]2[CH2:9][CH2:10][CH:11]([N:14]3[CH2:15][CH2:16][c:17]4[cH:18][cH:19][c:20]([CH2:23][C:24]([OH:29])=[O:33])[cH:21][c:22]43)[CH2:12][CH2:13]2)[cH:26][cH:27]1. The product is O=C(O)Cc1ccc2c(c1)N(C1CCN(CCc3ccc(F)cc3)CC1)CC2. Starting materials: [Cl-].[Na+] (sodium chloride), ClC1=CC=C(C=CC=O)C=C1 (p-chlorocinnamaldehyde), CC1(OC(=CC1=O)C)C (2,2,5-trimethyl-3(2H)-furanone), [OH-].[Na+] (sodium hydroxide). Solvent: C(C)O (ethanol). Run at time 1 day. Yields the product ClC1=CC=C(C=C1)C=CC=CC1=CC(C(O1)(C)C)=O (5-[4-(4-Chlorophenyl)-1,3-butadienyl]-2,2-dimethyl-3(2H)-furanone). Isolated yield 42.7%. RXN SMILES: [Cl:1][C:2]1[CH:11]=[CH:10][C:5]([CH:6]=[CH:7][CH:8]=O)=[CH:4][CH:3]=1.[CH3:12][C:13]1([CH3:20])[C:17](=[O:18])[CH:16]=[C:15]([CH3:19])[O:14]1.[OH-].[Na+].[Cl-].[Na+]>C(O)C>[Cl:1][C:2]1[CH:11]=[CH:10][C:5]([CH:6]=[CH:7][CH:8]=[CH:19][C:15]2[O:14][C:13]([CH3:20])([CH3:12])[C:17](=[O:18])[CH:16]=2)=[CH:4][CH:3]=1 |f:2.3,4.5|. Procedure: To a solution of p-chlorocinnamaldehyde (2.7 g, 16.2 mM) and 2,2,5-trimethyl-3(2H)-furanone (2.45 g, 19.4 mM) in ethanol (100 mL), was added 1N aqueous sodium hydroxide (32 mL, 3.2 mM). The reaction solution was stirred at room temperature for one day. After saturated aqueous sodium chloride (400 mL) was added, the aqueous layer was extracted with diethyl ether (3×100 mL). The combined ethereal extracts were washed with saturated aqueous sodium chloride (50 mL), dried over MgSO4, filtered and co...